Dataset: the Open Reaction Database (ORD), a public repository of structured organic reaction records. Task: describe an organic reaction: reactants, conditions, products, and yield Reactants: BrC=1C=NC=2N(C1)N=C(C2)C(=O)O (6-bromo-pyrazolo[1,5-a]pyrimidine-2-carboxylic acid), COC1=CC=C2CCNC(C2=C1)C (7-Methoxy-1-methyl-1,2,3,4-tetrahydro-isoquinoline). Product: BrC=1C=NC=2N(C1)N=C(C2)C(=O)N2C(C1=CC(=CC=C1CC2)OC)C ((6-Bromo-pyrazolo[1,5-a]pyrimidin-2-yl)-(7-methoxy-1-methyl-3,4-dihydro-1H-isoquinolin-2-yl)-methanone). As a reaction SMILES: [Br:1][C:2]1[CH:3]=[N:4][C:5]2[N:6]([N:8]=[C:9]([C:11]([OH:13])=O)[CH:10]=2)[CH:7]=1.[CH3:14][O:15][C:16]1[CH:25]=[C:24]2[C:19]([CH2:20][CH2:21][NH:22][CH:23]2[CH3:26])=[CH:18][CH:17]=1>>[Br:1][C:2]1[CH:3]=[N:4][C:5]2[N:6]([N:8]=[C:9]([C:11]([N:22]3[CH2:21][CH2:20][C:19]4[C:24](=[CH:25][C:16]([O:15][CH3:14])=[CH:17][CH:18]=4)[CH:23]3[CH3:26])=[O:13])[CH:10]=2)[CH:7]=1. Procedure: In close analogy to the procedure described in Example 1, 6-bromo-pyrazolo[1,5-a]pyrimidine-2-carboxylic acid is reacted with 7-Methoxy-1-methyl-1,2,3,4-tetrahydro-isoquinoline to provide the title compound in moderate yield. Reactants: [H-].[Na+] (sodium hydride), [N+](=O)([O-])C1=CC=C(C=C1)C12C(NC(C(C1)C2)=O)=O (1-(4-nitrophenyl)-3-azabicyclo[3.1.1]heptane-2,4-dione), C(C#C)Br (propargyl bromide). Run in CN(C=O)C (N,N-dimethylformamide), CN(C=O)C (N,N-dimethylformamide), CN(C=O)C (N,N-dimethylformamide). Reaction conditions: time 30 minute. Yields the product [N+](=O)([O-])C1=CC=C(C=C1)C12C(N(C(C(C1)C2)=O)CC#C)=O (1-(4-nitrophenyl)-3-propargyl-3-azabicyclo[3.1.1]heptane-2,4-dione). Reaction SMILES: [H-].[Na+].[N+:3]([C:6]1[CH:11]=[CH:10][C:9]([C:12]23[CH2:18][CH:16]([CH2:17]2)[C:15](=[O:19])[NH:14][C:13]3=[O:20])=[CH:8][CH:7]=1)([O-:5])=[O:4].[CH2:21](Br)[C:22]#[CH:23]>CN(C)C=O>[N+:3]([C:6]1[CH:7]=[CH:8][C:9]([C:12]23[CH2:17][CH:16]([CH2:18]2)[C:15](=[O:19])[N:14]([CH2:23][C:22]#[CH:21])[C:13]3=[O:20])=[CH:10][CH:11]=1)([O-:5])=[O:4] |f:0.1|. Reported procedure: 0.36 g of sodium hydride is added to a solution of 2.46 g of 1-(4-nitrophenyl)-3-azabicyclo[3.1.1]heptane-2,4-dione in 25 ml of N,N-dimethylformamide and the whole is stirred at room temperature for 30 minutes. 0.97 ml of propargyl bromide dissolved in 10 ml of N,N-dimethylformamide is then added dropwise thereto. When the reaction is complete, the reaction mixture is freed of N,N-dimethylformamide. The residue is partitioned between ethyl acetate and water, and the organic phase is dried over m... Starting materials: CCOC(=O)CC(Cc1cc(C)c2nn(COCC[Si](C)(C)C)cc2c1)c1cc(CC)ccn1, [Li+], C1CCOC1, [OH-]. Product: CCc1ccnc(C(CC(=O)O)Cc2cc(C)c3nn(COCC[Si](C)(C)C)cc3c2)c1. Reaction SMILES: [CH2:1]([CH3:2])[c:3]1[cH:4][c:5]([CH:9]([CH2:10][C:11](=[O:12])[O:13][CH2:14][CH3:15])[CH2:16][c:17]2[cH:18][c:19]3[cH:20][n:21]([CH2:27][O:28][CH2:29][CH2:30][Si:31]([CH3:32])([CH3:33])[CH3:34])[n:22][c:23]3[c:24]([CH3:26])[cH:25]2)[n:6][cH:7][cH:8]1.[Li+:35].[O:37]1[CH2:38][CH2:39][CH2:40][CH2:41]1.[OH-:36]>>[CH2:1]([CH3:2])[c:3]1[cH:4][c:5]([CH:9]([CH2:10][C:11](=[O:12])[OH:13])[CH2:16][c:17]2[cH:18][c:19]3[cH:20][n:21]([CH2:27][O:28][CH2:29][CH2:30][Si:31]([CH3:32])([CH3:33])[CH3:34])[n:22][c:23]3[c:24]([CH3:26])[cH:25]2)[n:6][cH:7][cH:8]1. Reactants: [Cl-].[Na+].O.O (brine water), CC1=C(C(=NO1)C1=CC=CC=C1)C=1N=C2N(C=CC(=C2)C(=O)O)C1 (2-(5-methyl-3-phenyl-isoxazol-4-yl)-imidazo[1,2-a]pyridine-7-carboxylic acid), N,N,N′,N′-tetramethyl-O-(benzotriazol-1-yl)uranium tetrafluoroborate, C(C)(C)N(C(C)C)CC (N,N-diisopropyl ethyl amine), NCC1CC1 (aminomethylcyclopropane). The solvent is CN(C)C=O (DMF). Conditions: time 1 hour. Yields the product C1(CC1)CNC(=O)C1=CC=2N(C=C1)C=C(N2)C=2C(=NOC2C)C2=CC=CC=C2 (2-(5-Methyl-3-phenyl-isoxazol-4-yl)-imidazo[1,2-a]pyridine-7-carboxylic acid cyclopropylmethyl-amide). The yield is 73.8%. Reaction SMILES: [CH3:1][C:2]1[O:6][N:5]=[C:4]([C:7]2[CH:12]=[CH:11][CH:10]=[CH:9][CH:8]=2)[C:3]=1[C:13]1[N:14]=[C:15]2[CH:20]=[C:19]([C:21]([OH:23])=O)[CH:18]=[CH:17][N:16]2[CH:24]=1.C(N(CC)C(C)C)(C)C.[NH2:34][CH2:35][CH:36]1[CH2:38][CH2:37]1.[Cl-].[Na+].O.O>CN(C=O)C>[CH:36]1([CH2:35][NH:34][C:21]([C:19]2[CH:18]=[CH:17][N:16]3[CH:24]=[C:13]([C:3]4[C:4]([C:7]5[CH:8]=[CH:9][CH:10]=[CH:11][CH:12]=5)=[N:5][O:6][C:2]=4[CH3:1])[N:14]=[C:15]3[CH:20]=2)=[O:23])[CH2:38][CH2:37]1 |f:3.4.5.6|. Procedure: To a solution of 2-(5-methyl-3-phenyl-isoxazol-4-yl)-imidazo[1,2-a]pyridine-7-carboxylic acid (64 mg, 0.2 mmol) in DMF (0.3 mL) was added N,N,N′,N′-tetramethyl-O-(benzotriazol-1-yl)uranium tetrafluoroborate (71 mg, 0.22 mmol), N,N-diisopropyl ethyl amine (129 mg, 1.0 mmol) and aminomethylcyclopropane (19 μL, 0.22 mmol) and the resulting mixture stirred at room temperature for 1 h. The resulting mixture was then poured into a mixture of brine:water (1:1) and extracted with ethyl acetate. The comb... Reactants: CC1(NC(CC(C1)O)(C)C)C (2,2,6,6-tetramethylpiperidin-4-ol), CN1C(CC(CC1(C)C)O)(C)C (1,2,2,6,6-penta-methylpiperidin-4-ol), C=C.C(C=C)(=O)OCC (ethylene/ethyl acrylate). The product is C=C.C(C=C)(=O)OC1CC(N(C(C1)(C)C)C)(C)C (Ethylene 1,2,2,6,6-Pentamethylpiperidin-4-yl Acrylate). RXN SMILES: [CH3:1][C:2]1(C)C[CH:6]([OH:8])[CH2:5][C:4](C)(C)N1.[CH3:12][N:13]1[C:18]([CH3:20])([CH3:19])[CH2:17][CH:16]([OH:21])[CH2:15][C:14]1([CH3:23])[CH3:22].C=C.C(OCC)(=O)C=C>>[CH2:1]=[CH2:2].[C:6]([O:21][CH:16]1[CH2:17][C:18]([CH3:19])([CH3:20])[N:13]([CH3:12])[C:14]([CH3:23])([CH3:22])[CH2:15]1)(=[O:8])[CH:5]=[CH2:4] |f:2.3,4.5|. Procedure details: The above-named copolymer was prepared by the general procedure of Example 1 by substituting for the 2,2,6,6-tetramethylpiperidin-4-ol an equivalent amount of 1,2,2,6,6-penta-methylpiperidin-4-ol, and reacting with an ethylene/ethyl acrylate copolymer (77/23). Starting materials: CCCCn1nc(C(N)=O)cc1CCS(=O)(=O)CCC, Cc1ccccc1, O=P(Cl)(Cl)Cl. The product is CCCCn1nc(C#N)cc1CCS(=O)(=O)CCC. As a reaction SMILES: [CH2:1]([CH2:2][CH2:3][CH3:4])[n:5]1[n:6][c:7]([C:18](=[O:19])[NH2:20])[cH:8][c:9]1[CH2:10][CH2:11][S:12](=[O:13])(=[O:14])[CH2:15][CH2:16][CH3:17].[CH3:26][c:27]1[cH:28][cH:29][cH:30][cH:31][cH:32]1.[P:21]([Cl:22])([Cl:23])([Cl:24])=[O:25]>>[CH2:1]([CH2:2][CH2:3][CH3:4])[n:5]1[n:6][c:7]([C:18]#[N:20])[cH:8][c:9]1[CH2:10][CH2:11][S:12](=[O:13])(=[O:14])[CH2:15][CH2:16][CH3:17]. Reaction SMILES: [C:2]([NH2:3])(=[NH:4])[c:5]1[cH:6][c:7]2[c:8]([nH:9][c:10](-[c:12]3[cH:13][c:14]([C:27](=[O:28])[OH:29])[cH:15][c:16](-[c:19]4[c:20]([OH:26])[cH:21][cH:22][c:23]([F:25])[cH:24]4)[c:17]3[OH:18])[n:11]2)[cH:30][cH:31]1.[CH3:33][N:34]([CH3:35])[CH2:36][CH2:37][CH2:38][N:39]=[C:40]=[N:41][CH2:42][CH3:43].[CH3:52][N:53]([CH3:54])[CH:55]=[O:56].[ClH:1].[ClH:32].[NH2:44][CH2:45][c:46]1[cH:47][cH:48][n:49][cH:50][cH:51]1>>[C:2]([NH2:3])(=[NH:4])[c:5]1[cH:6][c:7]2[c:8]([nH:9][c:10](-[c:12]3[cH:13][c:14]([C:27](=[O:28])[NH:44][CH2:45][c:46]4[cH:47][cH:48][n:49][cH:50][cH:51]4)[cH:15][c:16](-[c:19]4[c:20]([OH:26])[cH:21][cH:22][c:23]([F:25])[cH:24]4)[c:17]3[OH:18])[n:11]2)[cH:30][cH:31]1.[ClH:1]. Yields the product N=C(N)c1ccc2[nH]c(-c3cc(C(=O)NCc4ccncc4)cc(-c4cc(F)ccc4O)c3O)nc2c1, Cl. Reactants: N=C(N)c1ccc2[nH]c(-c3cc(C(=O)O)cc(-c4cc(F)ccc4O)c3O)nc2c1, CCN=C=NCCCN(C)C, CN(C)C=O, Cl, Cl, NCc1ccncc1. Starting materials: C=1C=CC2=C(C1)N=NN2O (HOBT), COC([C@@H](N(C(=O)OC(C)(C)C)C1=CC(=CC(=C1)F)F)C)=O (N-t-butoxycarbonyl(3,5-difluorophenyl)alanine methyl ester), C(CC)N(C(=O)C=1C=C(C(=O)O)C=CC1)CCC (3-[(dipropylamino)carbonyl]benzoic acid), Cl (HCl), glass, C(=O)(C(F)(F)F)O (TFA), N[C@@H](C)C(=O)N[C@@H](C(C)C)C(=O)N (L-alanyl-L-valinamide), C(C)(=O)O[B-](C#N)(OC(C)=O)OC(C)=O.[Na+] (Sodium triacetoxycyanoborohydride), C(CCl)Cl (EDC). The solvent is C1CCOC1 (THF), CO (methanol), CN(C)C=O (DMF), ClCCl (dichloromethane). Run at time 3 day. Yields the product FC=1C=C(C=C(C1)F)C[C@@H](CN[C@@H](C)C(=O)N[C@@H](C(C)C)C(=O)N)NC(C1=CC(=CC=C1)C(=O)N(CCC)CCC)=O (N-[(2S)-3-(3,5-difluorophenyl)-2-({3-[(dipropylamino)carbonyl]benzoyl}amino)propyl]-L-alanyl-L-valinamide). As a reaction SMILES: COC(=O)[C@H](C)N([C:13]1[CH:18]=[C:17]([F:19])[CH:16]=[C:15]([F:20])[CH:14]=1)C(OC(C)(C)C)=O.[NH2:23][C@H:24]([C:26]([NH:28][C@H:29]([C:33]([NH2:35])=[O:34])[CH:30]([CH3:32])[CH3:31])=[O:27])[CH3:25].C(O[B-](OC(=O)C)(OC(=O)C)C#N)(=O)C.[Na+].C(O)(C(F)(F)F)=O.[CH2:59]([N:62]([CH2:74][CH2:75][CH3:76])[C:63]([C:65]1[CH:66]=[C:67]([CH:71]=[CH:72][CH:73]=1)[C:68]([OH:70])=O)=[O:64])[CH2:60][CH3:61].C(Cl)CCl.C1C=C[C:84]2N(O)N=[N:87][C:85]=2[CH:86]=1.Cl>C1COCC1.CN(C=O)C.ClCCl.CO>[F:19][C:17]1[CH:18]=[C:13]([CH2:84][C@H:85]([NH:87][C:68](=[O:70])[C:67]2[CH:71]=[CH:72][CH:73]=[C:65]([C:63]([N:62]([CH2:59][CH2:60][CH3:61])[CH2:74][CH2:75][CH3:76])=[O:64])[CH:66]=2)[CH2:86][NH:23][C@H:24]([C:26]([NH:28][C@H:29]([C:33]([NH2:35])=[O:34])[CH:30]([CH3:31])[CH3:32])=[O:27])[CH3:25])[CH:14]=[C:15]([F:20])[CH:16]=1 |f:2.3|. Reported procedure: N-t-butoxycarbonyl(3,5-difluorophenyl)alanal (EXAMPLE 2, 265 mg, 0.91 mmol) and L-alanyl-L-valinamide (180 mg, 0.96 mmol) are combined in 10 mL of dry THF under nitrogen. Sodium triacetoxycyanoborohydride (300 mg, 1.4 mmol) is added, followed by 3 mL of methanol. The mixture is stirred 3 days, concentrated, and dissolved in ethyl acetate and 5 mL of methanol. The organic phase is washed with 1 N NaHCO3, water, and brine, dried over Na2SO4, and concentrated. The residue, 275 mg, is dissolved in e...